This data is from the Open Reaction Database (ORD), a public repository of structured organic reaction records. The task is: describe an organic reaction: reactants, conditions, products, and yield Product: ClC1=C(C(=O)NCCN(O)C=O)C=C(C=C1)Cl (2,5-Dichloro-N-[2-(N-formyl-N-hydroxy-amino)-ethyl]-benzamide). Isolated yield 166.7%. RXN SMILES: [Cl:1][C:2]1[CH:13]=[CH:12][C:11]([Cl:14])=[CH:10][C:3]=1[C:4]([NH:6][CH2:7][CH:8]=O)=[O:5].Cl.[NH2:16][OH:17].[C:18]([O-:21])(=O)C.[Na+]>CO>[Cl:1][C:2]1[CH:13]=[CH:12][C:11]([Cl:14])=[CH:10][C:3]=1[C:4]([NH:6][CH2:7][CH2:8][N:16]([CH:18]=[O:21])[OH:17])=[O:5] |f:1.2,3.4|. Procedure: To a solution of 2,5-dichloro-N-(2-oxo-ethyl)-benzamide (0.67 g, 2.9 mmol) in MeOH (100 mL) was added hydroxylamine hydrochloride (0.41 g, 5.8 mmol) and sodium acetate (0.48 g, 5.8 mmol). The mixture was stirred 18 h and the MeOH was removed in vacuo. The residue was dried in vacuo for 18 h and used without further purification to provide the title compound (1.34 g) as a white solid. ESMS: M+H=247. Run at time 18 hour. Run in CO (MeOH). Reactants: ClC1=C(C(=O)NCC=O)C=C(C=C1)Cl (2,5-dichloro-N-(2-oxo-ethyl)-benzamide), Cl.NO (hydroxylamine hydrochloride), C(C)(=O)[O-].[Na+] (sodium acetate). Starting materials: NC1=C(C(=O)OC)C=CC=C1 (methyl 2-aminobenzoate), ClC=1C=C(C(=O)O)C=CC1OC (3-chloro-4-methoxybenzoic acid), CCN=C=NCCCN(C)C (EDCI). The reagents and catalysts are CN(C)C=1C=CN=CC1 (DMAP). Run in CN(C)C=O (DMF). Run at time 24 hour. Product: ClC=1C=C(C(=O)NC2=C(C(=O)OC)C=CC=C2)C=CC1OC (methyl 2-(3-chloro-4-methoxybenzamido)benzoate). Yield: 33.2%. Reaction SMILES: [NH2:1][C:2]1[CH:11]=[CH:10][CH:9]=[CH:8][C:3]=1[C:4]([O:6][CH3:7])=[O:5].[Cl:12][C:13]1[CH:14]=[C:15]([CH:19]=[CH:20][C:21]=1[O:22][CH3:23])[C:16](O)=[O:17].CCN=C=NCCCN(C)C>CN(C=O)C.CN(C1C=CN=CC=1)C>[Cl:12][C:13]1[CH:14]=[C:15]([CH:19]=[CH:20][C:21]=1[O:22][CH3:23])[C:16]([NH:1][C:2]1[CH:11]=[CH:10][CH:9]=[CH:8][C:3]=1[C:4]([O:6][CH3:7])=[O:5])=[O:17]. Procedure: A solution of methyl 2-aminobenzoate (500 mg, 3.3 mmol) (Aldrich Chemical Co., Milwaukee, Wis.) and 3-chloro-4-methoxybenzoic acid (645 mg, 3.3 mmol) (Lancaster Synthesis Ltd., Windham, N.H.) in DMF (20 mL) was treated with EDCI (1.3 g, 6.6 mmol) and DMAP (800 mg, 6.6 mmol) at room temperature. The reaction mixture was stirred for 24 hours, and then concentrated. The crude residue was dissolved in EtOAc (50 mL) and washed with 0.1 N HCl (2×20 mL), saturated aqueous NaHCO3 (2×20 mL). The organic ...